This data is from the Open Reaction Database (ORD), a public repository of structured organic reaction records. The task is: describe an organic reaction: reactants, conditions, products, and yield Starting materials: N1(C=NC=C1)CCCN (3-imidazol-1-ylpropylamine), C([O-])([O-])=O.[K+].[K+] (potassium carbonate), FC1=C(C=C(C=C1)[N+](=O)[O-])C (1-fluoro-2-methyl-4-nitrobenzene). Run in O (water). Conditions: temperature 90 celsius. Yields the product N1(C=NC=C1)CCCNC1=C(C=C(C=C1)[N+](=O)[O-])C ((3-imidazol-1-ylpropyl)-(2-methyl-4-nitrophenyl)amine). RXN SMILES: [N:1]1([CH2:6][CH2:7][CH2:8][NH2:9])[CH:5]=[CH:4][N:3]=[CH:2]1.C(=O)([O-])[O-].[K+].[K+].F[C:17]1[CH:22]=[CH:21][C:20]([N+:23]([O-:25])=[O:24])=[CH:19][C:18]=1[CH3:26]>O>[N:1]1([CH2:6][CH2:7][CH2:8][NH:9][C:17]2[CH:22]=[CH:21][C:20]([N+:23]([O-:25])=[O:24])=[CH:19][C:18]=2[CH3:26])[CH:5]=[CH:4][N:3]=[CH:2]1 |f:1.2.3|. Reported procedure: A mixture of 250.4 g (2 mol) of 3-imidazol-1-ylpropylamine and 82.8 g (0.6 mol) of potassium carbonate in 280 ml of water was heated to 90° C. 155.1 g (1 mol) of 1-fluoro-2-methyl-4-nitrobenzene were added dropwise over 30 minutes and the mixture was maintained at a temperature of 90-95° C. for 4 hours. The reactants are [N+](=[N-])=C (diazomethane), ClC=1C=CC2=C(C(=NCC(=N2)C(=NO)[N+](=O)[O-])C2=C(C=CC=C2)F)C1 (7-chloro-5-(2-fluorophenyl)-N-hydroxy-α-nitro-3H-1,4-benzodiazepine-2-methanimine). Solvent: CCOCC (ether), O1CCCC1 (tetrahydrofuran). Conditions: time 1 hour. Product: ClC=1C=CC2=C(C(=NCC(=N2)C(=NOC)[N+](=O)[O-])C2=C(C=CC=C2)F)C1 (7- Chloro-5-(2-fluorophenyl)-N-methoxy-α-nitro-3H-1,4-benzodiazepine-2-methanimine). RXN SMILES: [N+](=[CH2:3])=[N-].[Cl:4][C:5]1[CH:6]=[CH:7][C:8]2[N:14]=[C:13]([C:15]([N+:18]([O-:20])=[O:19])=[N:16][OH:17])[CH2:12][N:11]=[C:10]([C:21]3[CH:26]=[CH:25][CH:24]=[CH:23][C:22]=3[F:27])[C:9]=2[CH:28]=1>CCOCC.O1CCCC1>[Cl:4][C:5]1[CH:6]=[CH:7][C:8]2[N:14]=[C:13]([C:15]([N+:18]([O-:20])=[O:19])=[N:16][O:17][CH3:3])[CH2:12][N:11]=[C:10]([C:21]3[CH:26]=[CH:25][CH:24]=[CH:23][C:22]=3[F:27])[C:9]=2[CH:28]=1. Procedure details: A solution of diazomethane in ether was added to a suspension of 6 g (0.0163 mole) of 7-chloro-5-(2-fluorophenyl)-N-hydroxy-α-nitro-3H-1,4-benzodiazepine-2-methanimine in 100 ml of tetrahydrofuran. After sitting at room temperature for 1 hr the excess diazomethane was destroyed by addition of glacial acetic acid. The solvent was evaporated under reduced pressure and the residue was passed over 100 g of silica gel using methylene chloride. Crystallization from ether/hexane gave light yellow cryst... Starting materials: Cl (hydrogen chloride), CC(C)(C)C(=O)NC1=NC=2CCC(CC2C(=N1)NC(=O)C(C)(C)C)=NOC1=CC(=CC(=C1)Cl)Cl (2,4-di[(1,1-dimethylethyl)carbonylamino]-6-(3,5-dichlorophenoxyimino)-5,6,7,8-tetrahydroquinazoline), O (water). The solvent is O1CCCC1 (tetrahydrofuran). The product is NC1=NC=2CCC(CC2C(=N1)N)=NOC1=CC(=CC(=C1)Cl)Cl (2,4-diamino-6-(3,5-dichlorophenoxyimino)-5,6,7,8-tetrahydroquinazoline). Reaction SMILES: CC(C([NH:7][C:8]1[N:17]=[C:16]([NH:18]C(C(C)(C)C)=O)[C:15]2[CH2:14][C:13](=[N:25][O:26][C:27]3[CH:32]=[C:31]([Cl:33])[CH:30]=[C:29]([Cl:34])[CH:28]=3)[CH2:12][CH2:11][C:10]=2[N:9]=1)=O)(C)C.Cl.O>O1CCCC1>[NH2:7][C:8]1[N:17]=[C:16]([NH2:18])[C:15]2[CH2:14][C:13](=[N:25][O:26][C:27]3[CH:32]=[C:31]([Cl:33])[CH:30]=[C:29]([Cl:34])[CH:28]=3)[CH2:12][CH2:11][C:10]=2[N:9]=1. Procedure: A suspension of 2.5 grams (0.005 mole) of 2,4-di[(1,1-dimethylethyl)carbonylamino]-6-(3,5-dichlorophenoxyimino)-5,6,7,8-tetrahydroquinazoline in 40 mL of tetrahydrofuran is stirred, and a methanolic solution saturated with hydrogen chloride is added portionwise until a clear solution is obtained. After this time about 2 mL of water is added, and the reaction mixture is heated to reflux where it is stirred for about 4 hours. The reaction mixture is then cooled to ambient temperature and is washed... Reactants: C(C1=CC=CC=C1)(=O)NC(=NCCCC1=CC=CC=C1)NCCCC=1N=CNC1 (N-benzoyl-N'-[(3-imidazol-4-yl) propyl]-N"-(3-phenylpropyl)-guanidine). Run in Cl (hydrochloric acid). Product: N1C=NC(=C1)CCCNC(=N)NCCCC1=CC=CC=C1 (N-[3-(Imidazol-4-yl)propyl]-N'-(3-phenylpropyl)-guanidine). RXN SMILES: C([NH:9][C:10]([NH:21][CH2:22][CH2:23][CH2:24][C:25]1[N:26]=[CH:27][NH:28][CH:29]=1)=[N:11][CH2:12][CH2:13][CH2:14][C:15]1[CH:20]=[CH:19][CH:18]=[CH:17][CH:16]=1)(=O)C1C=CC=CC=1>Cl>[NH:28]1[CH:29]=[C:25]([CH2:24][CH2:23][CH2:22][NH:21][C:10]([NH:11][CH2:12][CH2:13][CH2:14][C:15]2[CH:20]=[CH:19][CH:18]=[CH:17][CH:16]=2)=[NH:9])[N:26]=[CH:27]1. Reported procedure: 0.73 g (1.9 mmol) of N-benzoyl-N'-[(3-imidazol-4-yl) propyl]-N"-(3-phenylpropyl)-guanidine are heated under reflux in 45 ml of 20% hydrochloric acid for 7 hours. The method of working up is analogous to that of Example 58. Starting materials: CC(C)(C)C=1C=C(C#N)C=C(C1O)C(C)(C)C (3,5-bis(1,1-dimethylethyl)-4-hydroxybenzonitrile), C(C)(C)N(C(C)C)C (diisopropylaminomethane), COCCOCCl (2-Methoxyethoxymethyl chloride). The solvent is C(Cl)Cl (methylene chloride), C(Cl)Cl (methylene chloride). Conditions: time 18 hour. The product is CC(C)(C)C=1C=C(C#N)C=C(C1OCOCCOC)C(C)(C)C (3,5-bis(1,1-dimethylethyl)-4-[(2-methoxyethoxy)methoxy]benzonitrile). Isolated yield 95.3%. RXN SMILES: [CH3:1][O:2][CH2:3][CH2:4][O:5][CH2:6]Cl.[CH3:8][C:9]([C:12]1[CH:13]=[C:14]([CH:17]=[C:18]([C:21]([CH3:24])([CH3:23])[CH3:22])[C:19]=1[OH:20])[C:15]#[N:16])([CH3:11])[CH3:10].C(N(C)C(C)C)(C)C>C(Cl)Cl>[CH3:24][C:21]([C:18]1[CH:17]=[C:14]([CH:13]=[C:12]([C:9]([CH3:11])([CH3:10])[CH3:8])[C:19]=1[O:20][CH2:6][O:5][CH2:4][CH2:3][O:2][CH3:1])[C:15]#[N:16])([CH3:22])[CH3:23]. Procedure: 2-Methoxyethoxymethyl chloride (4.1 g, 0.032 mole) is added dropwise to a 0° C. mixture of 3,5-bis(1,1-dimethylethyl)-4-hydroxybenzonitrile (Louis A. Cohen, Journal of Organic Chemistry 22, 1333, 1957) (5.0 g, 0.022 mole) and diisopropylaminomethane (4.2 g, 0.032 mole) in methylene chloride (50 ml). The mixture is allowed to warm to room temperature and stir 18 hours. The solution is diluted with methylene chloride (25 ml) and washed with water (25 ml), cold 2M HCl (20 ml), saturated aqueous NaC... Reactants: [H][H] (hydrogen), N([C@@H](CCC(OCC1=CC=CC=C1)=O)C(=O)N[C@@H](CO)C(=O)N[C@@H](CC(C)C)C(=O)N[C@@H](CCCNC(N)=N)C(=O)N[C@@H](CO)C(=O)N[C@@H](CCCCNS(=O)(=O)C1=CC=C(C)C=C1)C(=O)N[C@@H](CCC(O)=O)C(=O)O)C(=O)OC(C)(C)C (Boc-Glu(OBzl)-Ser-Leu-Arg-Ser-Lys(Tos)-Glu-OH), O (water). The reagents and catalysts are [Pd] (palladium black). Solvent: CO (methanol), C(C)(=O)O (acetic acid). The product is N([C@@H](CCC(O)=O)C(=O)N[C@@H](CO)C(=O)N[C@@H](CC(C)C)C(=O)N[C@@H](CCCNC(N)=N)C(=O)N[C@@H](CO)C(=O)N[C@@H](CCCCNS(=O)(=O)C1=CC=C(C)C=C1)C(=O)N[C@@H](CCC(O)=O)C(=O)O)C(=O)OC(C)(C)C (Boc-Glu-Ser-Leu-Arg-Ser-Lys(Tos)-Glu-OH). RXN SMILES: [NH:1]([C:77]([O:79][C:80]([CH3:83])([CH3:82])[CH3:81])=[O:78])[C@H:2]([C:15]([NH:17][C@H:18]([C:21]([NH:23][C@H:24]([C:29]([NH:31][C@H:32]([C:40]([NH:42][C@H:43]([C:46]([NH:48][C@H:49]([C:65]([NH:67][C@H:68]([C:74]([OH:76])=[O:75])[CH2:69][CH2:70][C:71](=[O:73])[OH:72])=[O:66])[CH2:50][CH2:51][CH2:52][CH2:53][NH:54][S:55]([C:58]1[CH:64]=[CH:63][C:61]([CH3:62])=[CH:60][CH:59]=1)(=[O:57])=[O:56])=[O:47])[CH2:44][OH:45])=[O:41])[CH2:33][CH2:34][CH2:35][NH:36][C:37](=[NH:39])[NH2:38])=[O:30])[CH2:25][CH:26]([CH3:28])[CH3:27])=[O:22])[CH2:19][OH:20])=[O:16])[CH2:3][CH2:4][C:5](=[O:14])[O:6]CC1C=CC=CC=1.[H][H].O>CO.C(O)(=O)C.[Pd]>[NH:1]([C:77]([O:79][C:80]([CH3:82])([CH3:81])[CH3:83])=[O:78])[C@H:2]([C:15]([NH:17][C@H:18]([C:21]([NH:23][C@H:24]([C:29]([NH:31][C@H:32]([C:40]([NH:42][C@H:43]([C:46]([NH:48][C@H:49]([C:65]([NH:67][C@H:68]([C:74]([OH:76])=[O:75])[CH2:69][CH2:70][C:71](=[O:72])[OH:73])=[O:66])[CH2:50][CH2:51][CH2:52][CH2:53][NH:54][S:55]([C:58]1[CH:64]=[CH:63][C:61]([CH3:62])=[CH:60][CH:59]=1)(=[O:57])=[O:56])=[O:47])[CH2:44][OH:45])=[O:41])[CH2:33][CH2:34][CH2:35][NH:36][C:37](=[NH:38])[NH2:39])=[O:30])[CH2:25][CH:26]([CH3:27])[CH3:28])=[O:22])[CH2:19][OH:20])=[O:16])[CH2:3][CH2:4][C:5](=[O:6])[OH:14]. Reported procedure: 150 Milligrams of Boc-Glu(OBzl)-Ser-Leu-Arg-Ser-Lys(Tos)-Glu-OH was dissolved in a mixture of 30 ml of methanol with 30 ml of 10%-acetic acid, to this solution was added a small amount of palladium black and stirred for 18 hours under the conditions of introducing hydrogen gas. After completion of the reaction, the catalyst was removed by suction filtration, the filtrate was subjected to distillation under a reduced pressure, the residue thus obtained was added water and was lyophilized to obtai...